Task: describe an organic reaction: reactants, conditions, products, and yield. Dataset: the Open Reaction Database (ORD), a public repository of structured organic reaction records Starting materials: CN(C1=C(C=CC=C1)S)C (2-Dimethylaminobenzenethiol), ClCC1=NC(=NO1)CSC1=CC=C(C=C1)Cl (5-chloromethyl-3-(4-chlorophenylthiomethyl)-1,2,4-oxadiazole). Run in C[O-].[Na+] (sodium methoxide), CO (methanol). Yields the product ClC1=CC=C(C=C1)SCC1=NOC(=N1)CSC1=C(C=CC=C1)N(C)C (3-(4-chlorophenylthiomethyl)-5-(2-dimethylaminophenylthiomethyl)-1,2,4-oxadiazole). RXN SMILES: [CH3:1][N:2]([CH3:10])[C:3]1[CH:8]=[CH:7][CH:6]=[CH:5][C:4]=1[SH:9].Cl[CH2:12][C:13]1[O:17][N:16]=[C:15]([CH2:18][S:19][C:20]2[CH:25]=[CH:24][C:23]([Cl:26])=[CH:22][CH:21]=2)[N:14]=1>C[O-].[Na+].CO>[Cl:26][C:23]1[CH:24]=[CH:25][C:20]([S:19][CH2:18][C:15]2[N:14]=[C:13]([CH2:12][S:9][C:4]3[CH:5]=[CH:6][CH:7]=[CH:8][C:3]=3[N:2]([CH3:10])[CH3:1])[O:17][N:16]=2)=[CH:21][CH:22]=1 |f:2.3|. Procedure: 2-Dimethylaminobenzenethiol (1.67 g, 0.011 mol) was dissolved in a solution of sodium methoxide (0.59 g) in methanol (50 ml) and 5-chloromethyl-3-(4-chlorophenylthiomethyl)-1,2,4-oxadiazole (3.0 g 0.011 mol) was added dropwise with stirring. After a further 10 min. stirring the solution was filtered and evaporated to leave a brown oil, which was purified by chromatography on silica gel elution with hexane/ether (3:2) giving 3-(4-chlorophenylthiomethyl)-5-(2-dimethylaminophenylthiomethyl)-1,2,4-o... The reactants are C=C1CC(c2nc3ccc(Br)cc3s2)C1, C1CCOC1, [Na+], [OH-], OO. Yields the product OCC1CC(c2nc3ccc(Br)cc3s2)C1. RXN SMILES: [Br:1][c:2]1[cH:3][c:4]2[c:5]([n:6][c:7]([CH:9]3[CH2:10][C:11](=[CH2:13])[CH2:12]3)[s:8]2)[cH:14][cH:15]1.[CH2:20]1[O:21][CH2:22][CH2:23][CH2:24]1.[Na+:19].[OH-:18].[OH:16][OH:17]>>[Br:1][c:2]1[cH:3][c:4]2[c:5]([n:6][c:7]([CH:9]3[CH2:10][CH:11]([CH2:13][OH:16])[CH2:12]3)[s:8]2)[cH:14][cH:15]1. Starting materials: BrC=1C=CC2=C(OCCC3=C2SC(=C3)C(=O)N(C)C3=C(C=C(C(=O)OC)C=C3)Cl)C1 (methyl 4-(8-bromo-N-methyl-4,5-dihydrobenzo[b]thieno[2,3-d]oxepine-2-carboxamido)-3-chlorobenzoate), O.[OH-].[Li+] (lithium hydroxide, monohydrate). Run in O1CCCC1 (tetrahydrofuran), O (water). Product: BrC=1C=CC2=C(OCCC3=C2SC(=C3)C(=O)N(C)C3=C(C=C(C(=O)O)C=C3)Cl)C1 (4-(8-bromo-N-methyl-4,5-dihydrobenzo[b]thieno[2,3-d]oxepine-2-carboxamido)-3-chlorobenzoic acid). RXN SMILES: [Br:1][C:2]1[CH:3]=[CH:4][C:5]2[C:11]3[S:12][C:13]([C:15]([N:17]([C:19]4[CH:28]=[CH:27][C:22]([C:23]([O:25]C)=[O:24])=[CH:21][C:20]=4[Cl:29])[CH3:18])=[O:16])=[CH:14][C:10]=3[CH2:9][CH2:8][O:7][C:6]=2[CH:30]=1.O.[OH-].[Li+]>O1CCCC1.O>[Br:1][C:2]1[CH:3]=[CH:4][C:5]2[C:11]3[S:12][C:13]([C:15]([N:17]([C:19]4[CH:28]=[CH:27][C:22]([C:23]([OH:25])=[O:24])=[CH:21][C:20]=4[Cl:29])[CH3:18])=[O:16])=[CH:14][C:10]=3[CH2:9][CH2:8][O:7][C:6]=2[CH:30]=1 |f:1.2.3|. Reported procedure: Following Example 91, to a solution of methyl 4-(8-bromo-N-methyl-4,5-dihydrobenzo[b]thieno[2,3-d]oxepine-2-carboxamido)-3-chlorobenzoate in tetrahydrofuran and water was added lithium hydroxide, monohydrate to give 4-(8-bromo-N-methyl-4,5-dihydrobenzo[b]thieno[2,3-d]oxepine-2-carboxamido)-3-chlorobenzoic acid, which was coupled with methylamine, HBTU, and DIEA in dichloromethane to give 8-bromo-N-(2-chloro-4-(methylcarbamoyl)phenyl)-N-methyl-4,5-dihydrobenzo[b]thieno[2,3-d]oxepine-2-carboxamide... Starting materials: C1(=CC=CC=C1)C1=CN(C=C(C1=O)C1=CC=CC=C1)O (3,5-diphenyl-1-hydroxy-4(1H)-pyridone), C(C)(=O)OC(C)=O (acetic anhydride), NO (hydroxylamine), N1C(C=CC=C1)=O (pyridone). The product is C(C)(=O)ON1C=C(C(C(=C1)C1=CC=CC=C1)=O)C1=CC=CC=C1 (1-acetoxy-3,5-diphenyl-4(1H)-pyridone). Reaction SMILES: [C:1]1([C:7]2[C:12](=[O:13])[C:11]([C:14]3[CH:19]=[CH:18][CH:17]=[CH:16][CH:15]=3)=[CH:10][N:9]([OH:20])[CH:8]=2)[CH:6]=[CH:5][CH:4]=[CH:3][CH:2]=1.NO.N1C=CC=[CH:25][C:24]1=[O:29].C(OC(=O)C)(=O)C>>[C:24]([O:20][N:9]1[CH:8]=[C:7]([C:1]2[CH:2]=[CH:3][CH:4]=[CH:5][CH:6]=2)[C:12](=[O:13])[C:11]([C:14]2[CH:15]=[CH:16][CH:17]=[CH:18][CH:19]=2)=[CH:10]1)(=[O:29])[CH3:25]. Reported procedure: A 2.4 g. portion of 3,5-diphenyl-1-hydroxy-4(1H)-pyridone was made by the process of Example 23, using hydroxylamine as the aminating agent. The pyridone was added to 25 ml. of acetic anhydride and the mixture was heated on the steam bath for about 1 hour. The volatiles were then evaporated under vacuum, and the residue was washed with benzene and then recrystallized, first from benzene and then from chloroform-hexane. The yield was 2.1 g. of 1-acetoxy-3,5-diphenyl-4(1H)-pyridone, m.p. 197°-199°...